From a dataset of the Open Reaction Database (ORD), a public repository of structured organic reaction records. describe an organic reaction: reactants, conditions, products, and yield Reactants: NC1=CC(=C(C(=O)O)C=C1[N+](=O)[O-])OC (4-amino-2-methoxy-5-nitro-benzoic acid), S(O)(O)(=O)=O (sulphuric acid), C(C)O (ethanol). Product: NC1=CC(=C(C(=O)OCC)C=C1[N+](=O)[O-])OC (Ethyl 4-amino-2-methoxy-5-nitro-benzoate). Reaction SMILES: [NH2:1][C:2]1[C:10]([N+:11]([O-:13])=[O:12])=[CH:9][C:5]([C:6]([OH:8])=[O:7])=[C:4]([O:14][CH3:15])[CH:3]=1.S(=O)(=O)(O)O.[CH2:21](O)[CH3:22]>>[NH2:1][C:2]1[C:10]([N+:11]([O-:13])=[O:12])=[CH:9][C:5]([C:6]([O:8][CH2:21][CH3:22])=[O:7])=[C:4]([O:14][CH3:15])[CH:3]=1. Procedure details: Prepared analogously to example 655a from 4-amino-2-methoxy-5-nitro-benzoic acid with conc. sulphuric acid in ethanol. Starting materials: C1=CC=CC=2CCCCC12 (5,6,7,8-tetrahydronaphthalene), ClS(=O)(=O)O (chlorosulfonic acid). Solvent: ClCCl (dichloromethane). Conditions: time 8 hour. Yields the product C1=C(C=CC=2CCCCC12)S(=O)(=O)Cl (5,6,7,8-Tetrahydronaphthalene-2-sulfonyl chloride). As a reaction SMILES: [CH:1]1[C:10]2[CH2:9][CH2:8][CH2:7][CH2:6][C:5]=2[CH:4]=[CH:3][CH:2]=1.[Cl:11][S:12](O)(=[O:14])=[O:13]>ClCCl>[CH:9]1[C:10]2[CH2:1][CH2:2][CH2:3][CH2:4][C:5]=2[CH:6]=[CH:7][C:8]=1[S:12]([Cl:11])(=[O:14])=[O:13]. Procedure details: To a solution of commercially available 5,6,7,8-tetrahydronaphthalene (1.45 g; 11.3 mmol) in dichloromethane (22.7 mL) cooled to 0° C. was added chlorosulfonic acid (0.9 mL; 13.5 mmol) fast dropwise. The reaction mixture was stirred overnight warming to room temperature gradually. The reaction mixture was used in the next reaction directly without purification.